From a dataset of the Open Reaction Database (ORD), a public repository of structured organic reaction records. describe an organic reaction: reactants, conditions, products, and yield Reactants: CC(C)(C)c1ccc(CN=C=O)cc1, CC(C)(C)c1ccc(CN)cc1, CN(C)c1ccncc1, ClCCl, C=Cc1cc(CN)cc(C)c1NS(C)(=O)=O. The product is C=Cc1cc(CNC(=O)NCc2ccc(C(C)(C)C)cc2)cc(C)c1NS(C)(=O)=O. Reaction SMILES: [C:13]([CH3:14])([CH3:15])([CH3:16])[c:17]1[cH:18][cH:19][c:20]([CH2:23][N:24]=[C:25]=[O:26])[cH:21][cH:22]1.[C:1]([c:2]1[cH:3][cH:4][c:5]([CH2:6][NH2:7])[cH:8][cH:9]1)([CH3:10])([CH3:11])[CH3:12].[CH3:46][N:47]([c:48]1[cH:49][cH:50][n:51][cH:52][cH:53]1)[CH3:54].[Cl:43][CH2:44][Cl:45].[NH2:27][CH2:28][c:29]1[cH:30][c:31]([CH3:42])[c:32]([NH:37][S:38](=[O:39])(=[O:40])[CH3:41])[c:33]([CH:35]=[CH2:36])[cH:34]1>>[C:13]([CH3:14])([CH3:15])([CH3:16])[c:17]1[cH:18][cH:19][c:20]([CH2:23][NH:24][C:25](=[O:26])[NH:27][CH2:28][c:29]2[cH:30][c:31]([CH3:42])[c:32]([NH:37][S:38](=[O:39])(=[O:40])[CH3:41])[c:33]([CH:35]=[CH2:36])[cH:34]2)[cH:21][cH:22]1. Starting materials: CC(=O)OCC(=O)N1CCN(c2ccc(Nc3nccc(-c4cnc(C)n4C(C)C)n3)cc2)CC1, CO, N. The product is Cc1ncc(-c2ccnc(Nc3ccc(N4CCN(C(=O)CO)CC4)cc3)n2)n1C(C)C. RXN SMILES: [C:1](=[O:2])([CH3:3])[O:4][CH2:5][C:6](=[O:7])[N:8]1[CH2:9][CH2:10][N:11]([c:14]2[cH:15][cH:16][c:17]([NH:18][c:19]3[n:20][cH:21][cH:22][c:23](-[c:25]4[cH:26][n:27][c:28]([CH3:33])[n:29]4[CH:30]([CH3:31])[CH3:32])[n:24]3)[cH:34][cH:35]2)[CH2:12][CH2:13]1.[CH3:37][OH:38].[NH3:36]>>[OH:4][CH2:5][C:6](=[O:7])[N:8]1[CH2:9][CH2:10][N:11]([c:14]2[cH:15][cH:16][c:17]([NH:18][c:19]3[n:20][cH:21][cH:22][c:23](-[c:25]4[cH:26][n:27][c:28]([CH3:33])[n:29]4[CH:30]([CH3:31])[CH3:32])[n:24]3)[cH:34][cH:35]2)[CH2:12][CH2:13]1. The reactants are C(C1=CC=CC=C1)OC(=O)NN=CC1=CC=C(C=C1)NC(NCC(=O)OCC)=O (ethyl (3-(4-(benzyloxycarbonylaminoiminomethyl)phenyl)ureido)acetate), [OH-].[Na+] (NaOH). Solvent: C(C)O (ethanol). Conditions: time 6 hour. Product: C(C1=CC=CC=C1)OC(=O)NN=CC1=CC=C(C=C1)NC(NCC(=O)[O-])=O.[Na+] (Sodium (3-(4-(benzyloxycarbonylaminoiminomethyl)phenyl)ureido)acetate). Reaction SMILES: [CH2:1]([O:8][C:9]([NH:11][N:12]=[CH:13][C:14]1[CH:19]=[CH:18][C:17]([NH:20][C:21](=[O:29])[NH:22][CH2:23][C:24]([O:26]CC)=[O:25])=[CH:16][CH:15]=1)=[O:10])[C:2]1[CH:7]=[CH:6][CH:5]=[CH:4][CH:3]=1.[OH-].[Na+:31]>C(O)C>[CH2:1]([O:8][C:9]([NH:11][N:12]=[CH:13][C:14]1[CH:15]=[CH:16][C:17]([NH:20][C:21](=[O:29])[NH:22][CH2:23][C:24]([O-:26])=[O:25])=[CH:18][CH:19]=1)=[O:10])[C:2]1[CH:7]=[CH:6][CH:5]=[CH:4][CH:3]=1.[Na+:31] |f:1.2,4.5|. Procedure: 0.74 g (1.86 mmol) of ethyl (3-(4-(benzyloxycarbonylaminoiminomethyl)phenyl)ureido)acetate in 100 ml of ethanol is treated with 1.86 ml of 1N NaOH and the mixture is stirred at room temperature for 6 h. The solvent is removed in vacuo and the residue is freeze-dried. Starting materials: CNc1cccc(-c2ccc(C=CC(=O)OC)cc2OC)c1, CO. Yields the product CNc1cccc(-c2ccc(CCC(=O)OC)cc2OC)c1. As a reaction SMILES: [CH3:1][O:2][c:3]1[c:4](-[c:15]2[cH:16][c:17]([NH:21][CH3:22])[cH:18][cH:19][cH:20]2)[cH:5][cH:6][c:7]([CH:9]=[CH:10][C:11](=[O:12])[O:13][CH3:14])[cH:8]1.[CH3:23][OH:24]>>[CH3:1][O:2][c:3]1[c:4](-[c:15]2[cH:16][c:17]([NH:21][CH3:22])[cH:18][cH:19][cH:20]2)[cH:5][cH:6][c:7]([CH2:9][CH2:10][C:11](=[O:12])[O:13][CH3:14])[cH:8]1. Reactants: C(CCCCCCCCCCCCCCCCC)(=O)O (Octadecanoic acid), C(C)C1(N(C(CC(C1C)[NH-])(C)CC)OC(C)C1=CC=CC=C1)C (2,6-diethyl-2,3,6-trimethyl-1-(1-phenyl-ethoxy)-piperidin-4-yl-amide). The product is C(C)C1(N(C(CC(C1C)NC(CCCCCCCCCCCCCCCC)=O)(C)CC)OC(C)C1=CC=CC=C1)C (Heptadecanoic acid[2,6-diethyl-2,3,6-trimethyl-1-(1-phenyl-ethoxy)-piperidin-4-yl]-amide). RXN SMILES: [C:1]([OH:20])(=O)[CH2:2][CH2:3][CH2:4][CH2:5][CH2:6][CH2:7][CH2:8][CH2:9][CH2:10][CH2:11][CH2:12][CH2:13][CH2:14][CH2:15][CH2:16][CH2:17]C.[CH2:21]([C:23]1([CH3:43])[CH:28]([CH3:29])[CH:27]([NH-:30])[CH2:26][C:25]([CH2:32][CH3:33])([CH3:31])[N:24]1[O:34][CH:35]([C:37]1[CH:42]=[CH:41][CH:40]=[CH:39][CH:38]=1)[CH3:36])[CH3:22]>>[CH2:21]([C:23]1([CH3:43])[CH:28]([CH3:29])[CH:27]([NH:30][C:1](=[O:20])[CH2:2][CH2:3][CH2:4][CH2:5][CH2:6][CH2:7][CH2:8][CH2:9][CH2:10][CH2:11][CH2:12][CH2:13][CH2:14][CH2:15][CH2:16][CH3:17])[CH2:26][C:25]([CH2:32][CH3:33])([CH3:31])[N:24]1[O:34][CH:35]([C:37]1[CH:38]=[CH:39][CH:40]=[CH:41][CH:42]=1)[CH3:36])[CH3:22]. Reported procedure: Octadecanoic acid[2,6-diethyl-2,3,6-trimethyl-1-(1-phenyl-ethoxy)-piperidin-4-yl-amide;